From a dataset of the Open Reaction Database (ORD), a public repository of structured organic reaction records. describe an organic reaction: reactants, conditions, products, and yield Starting materials: [H][H], [O-][n+]1c2ccccc2nn1-c1ccccc1. Yields the product c1ccc(-n2nc3ccccc3n2)cc1. As a reaction SMILES: [H:17][H:18].[c:1]1(-[n:7]2[n:8][c:9]3[c:10]([n+:11]2[O-:12])[cH:13][cH:14][cH:15][cH:16]3)[cH:2][cH:3][cH:4][cH:5][cH:6]1>>[c:1]1(-[n:7]2[n:8][c:9]3[c:10]([n:11]2)[cH:13][cH:14][cH:15][cH:16]3)[cH:2][cH:3][cH:4][cH:5][cH:6]1. The reactants are CNCC(O)c1ncccn1, CCN(C(C)C)C(C)C, Cc1c(CCl)sc2c(=O)c(C(=O)NCc3ccc(Cl)cc3)cn(C)c12, CN(C)C=O, O. The product is Cc1c(CN(C)CC(O)c2ncccn2)sc2c(=O)c(C(=O)NCc3ccc(Cl)cc3)cn(C)c12. RXN SMILES: [CH3:26][NH:27][CH2:28][CH:29]([OH:30])[c:31]1[n:32][cH:33][cH:34][cH:35][n:36]1.[CH:37]([N:38]([CH:39]([CH3:40])[CH3:41])[CH2:42][CH3:43])([CH3:44])[CH3:45].[Cl:1][c:2]1[cH:3][cH:4][c:5]([CH2:6][NH:7][C:8](=[O:9])[c:10]2[c:11](=[O:23])[c:12]3[c:13]([n:14]([CH3:16])[cH:15]2)[c:17]([CH3:22])[c:18]([CH2:20][Cl:21])[s:19]3)[cH:24][cH:25]1.[O:46]=[CH:47][N:48]([CH3:49])[CH3:50].[OH2:51]>>[Cl:1][c:2]1[cH:3][cH:4][c:5]([CH2:6][NH:7][C:8](=[O:9])[c:10]2[c:11](=[O:23])[c:12]3[c:13]([n:14]([CH3:16])[cH:15]2)[c:17]([CH3:22])[c:18]([CH2:20][N:27]([CH3:26])[CH2:28][CH:29]([OH:30])[c:31]2[n:32][cH:33][cH:34][cH:35][n:36]2)[s:19]3)[cH:24][cH:25]1. Starting materials: COc1ccc(N2CCOCC2)c2sc(N)nc12, C1OC2CNC1C2, O=C(Cl)Oc1ccccc1, ClCCl, [Na+], [Na+], O=C([O-])[O-], c1ccncc1. The product is COc1ccc(N2CCOCC2)c2sc(NC(=O)N3CC4CC3CO4)nc12. Reaction SMILES: [CH3:1][O:2][c:3]1[cH:4][cH:5][c:6]([N:13]2[CH2:14][CH2:15][O:16][CH2:17][CH2:18]2)[c:7]2[c:8]1[n:9][c:10]([NH2:12])[s:11]2.[CH:35]12[O:36][CH2:37][CH:38]([NH:39][CH2:40]1)[CH2:41]2.[Cl:25][C:26](=[O:27])[O:28][c:29]1[cH:30][cH:31][cH:32][cH:33][cH:34]1.[Cl:48][CH2:49][Cl:50].[Na+:42].[Na+:43].[O-:44][C:45](=[O:46])[O-:47].[cH:19]1[cH:20][cH:21][n:22][cH:23][cH:24]1>>[CH3:1][O:2][c:3]1[cH:4][cH:5][c:6]([N:13]2[CH2:14][CH2:15][O:16][CH2:17][CH2:18]2)[c:7]2[c:8]1[n:9][c:10]([NH:12][C:26](=[O:27])[N:39]1[CH:38]3[CH2:37][O:36][CH:35]([CH2:40]1)[CH2:41]3)[s:11]2. Starting materials: FC=1C=C(OC=2C=C(C3=C(N(C=N3)C3=CC(=C(C(=O)OC)C=C3)C)C2)NCCC(F)(F)F)C=CC1 (methyl 4-{6-(3-fluorophenoxy)-4-[(3,3,3-trifluoropropyl)amino]-1H-benzimidazol-1-yl}-2-methylbenzoate), Cl (hydrochloric acid), CO (methanol), [OH-].[Li+] (lithium hydroxide). Solvent: O1CCCC1 (tetrahydrofurane), O (Water). Conditions: temperature 23 celsius, time 8 hour. The product is FC=1C=C(OC=2C=C(C3=C(N(C=N3)C3=CC(=C(C(=O)O)C=C3)C)C2)NCCC(F)(F)F)C=CC1 (4-{6-(3-Fluorophenoxy)-4-[(3,3,3-trifluoropropyl)amino]-1H-benzimidazol-1-yl}-2-methylbenzoic acid). The yield is 92.1%. RXN SMILES: [F:1][C:2]1[CH:3]=[C:4]([CH:33]=[CH:34][CH:35]=1)[O:5][C:6]1[CH:7]=[C:8]([NH:26][CH2:27][CH2:28][C:29]([F:32])([F:31])[F:30])[C:9]2[N:13]=[CH:12][N:11]([C:14]3[CH:23]=[CH:22][C:17]([C:18]([O:20]C)=[O:19])=[C:16]([CH3:24])[CH:15]=3)[C:10]=2[CH:25]=1.CO.[OH-].[Li+].Cl>O1CCCC1.O>[F:1][C:2]1[CH:3]=[C:4]([CH:33]=[CH:34][CH:35]=1)[O:5][C:6]1[CH:7]=[C:8]([NH:26][CH2:27][CH2:28][C:29]([F:31])([F:32])[F:30])[C:9]2[N:13]=[CH:12][N:11]([C:14]3[CH:23]=[CH:22][C:17]([C:18]([OH:20])=[O:19])=[C:16]([CH3:24])[CH:15]=3)[C:10]=2[CH:25]=1 |f:2.3|. Procedure: To a solution of 275 mg (564 μmol) methyl 4-{6-(3-fluorophenoxy)-4-[(3,3,3-trifluoropropyl)amino]-1H-benzimidazol-1-yl}-2-methylbenzoate which was prepared according to intermediate example 10b in 12 mL tetrahydrofurane and 4 mL methanol were added 2.8 mL of a 1M aqueous lithium hydroxide solution and the mixture was stirred at 23° C. overnight. Water was added, the mixture was acidified by the addition of a 1M hydrochloric acid and extracted with dichloromethane and methanol. The organic layer ... Reactants: CC1CN(c2nc3c(C(=O)O)cccc3o2)CC(C)O1, Cl, Cl, NC1CN2CCC1CC2. The product is CC1CN(c2nc3c(C(=O)NC4CN5CCC4CC5)cccc3o2)CC(C)O1. Reaction SMILES: [CH3:1][CH:2]1[O:3][CH:4]([CH3:20])[CH2:5][N:6]([c:8]2[o:9][c:10]3[c:11]([n:12]2)[c:13]([C:17](=[O:18])[OH:19])[cH:14][cH:15][cH:16]3)[CH2:7]1.[ClH:21].[ClH:22].[NH2:23][CH:24]1[CH2:25][N:26]2[CH2:27][CH2:28][CH:29]1[CH2:30][CH2:31]2>>[CH3:1][CH:2]1[O:3][CH:4]([CH3:20])[CH2:5][N:6]([c:8]2[o:9][c:10]3[c:11]([n:12]2)[c:13]([C:17](=[O:19])[NH:23][CH:24]2[CH2:25][N:26]4[CH2:27][CH2:28][CH:29]2[CH2:30][CH2:31]4)[cH:14][cH:15][cH:16]3)[CH2:7]1. Reactants: O=C1CCC(=O)N1Br, ClC(Cl)(Cl)Cl, COC(=O)c1ccccc1Oc1ccc(C)cc1, CC(C)(C#N)N=NC(C)(C)C#N. The product is COC(=O)c1ccccc1Oc1ccc(CBr)cc1. As a reaction SMILES: [Br:19][N:20]1[C:21](=[O:22])[CH2:23][CH2:24][C:25]1=[O:26].[C:39]([Cl:40])([Cl:41])([Cl:42])[Cl:43].[CH3:1][c:2]1[cH:3][cH:4][c:5]([O:6][c:7]2[c:8]([C:9](=[O:10])[O:11][CH3:12])[cH:13][cH:14][cH:15][cH:16]2)[cH:17][cH:18]1.[N:27]#[C:28][C:29]([N:30]=[N:31][C:32]([C:33]#[N:34])([CH3:35])[CH3:36])([CH3:37])[CH3:38]>>[CH2:1]([c:2]1[cH:3][cH:4][c:5]([O:6][c:7]2[c:8]([C:9](=[O:10])[O:11][CH3:12])[cH:13][cH:14][cH:15][cH:16]2)[cH:17][cH:18]1)[Br:19]. Starting materials: ClC1=CC2=CN(N=C2C(=C1)C(CCOS(=O)(=O)C)OCC1(CCN(CC1)C(=O)OC(C)(C)C)C1=CC=C(C=C1)F)COCC[Si](C)(C)C (Tert-butyl 4-((1-(5-chloro-2-((2-(trimethylsilyl)ethoxy)methyl)-2H-indazol-7-yl)-3-(methylsulfonyloxy)propoxy)methyl)-4-(4-fluorophenyl)piperidine-1-carboxylate), [Li+].[B-](CC)(CC)CC (Superhydride), [Li+].[B-](CC)(CC)CC (superhydride), [Li+].[B-](CC)(CC)CC (super hydride). Run in C1CCOC1 (THF), CCOCC (ether), O (water). Procedure: Tert-butyl 4-((1-(5-chloro-2-((2-(trimethylsilyl)ethoxy)methyl)-2H-indazol-7-yl)-3-(methylsulfonyloxy)propoxy)methyl)-4-(4-fluorophenyl)piperidine-1-carboxylate (28.5 mg, 0.039 mmol) in THF (1 ml) at 0° C. was added Superhydride (0.059 ml, 0.059 mmol). It was stirred at R.T. over three hours, LC/MS showed no reaction. Another 1.5 eq of super hydride was added and it was stirred at R.T. overnight. LC/MS showed partial convertion to product, another 1.5eq of superhydride was added and it was stirr... Isolated yield 61.5%. As a reaction SMILES: [Cl:1][C:2]1[CH:10]=[C:9]([CH:11]([O:19][CH2:20][C:21]2([C:34]3[CH:39]=[CH:38][C:37]([F:40])=[CH:36][CH:35]=3)[CH2:26][CH2:25][N:24]([C:27]([O:29][C:30]([CH3:33])([CH3:32])[CH3:31])=[O:28])[CH2:23][CH2:22]2)[CH2:12][CH2:13]OS(C)(=O)=O)[C:8]2[C:4](=[CH:5][N:6]([CH2:41][O:42][CH2:43][CH2:44][Si:45]([CH3:48])([CH3:47])[CH3:46])[N:7]=2)[CH:3]=1.[Li+].[B-](CC)(CC)CC>C1COCC1.CCOCC.O>[Cl:1][C:2]1[CH:10]=[C:9]([CH:11]([O:19][CH2:20][C:21]2([C:34]3[CH:39]=[CH:38][C:37]([F:40])=[CH:36][CH:35]=3)[CH2:26][CH2:25][N:24]([C:27]([O:29][C:30]([CH3:33])([CH3:32])[CH3:31])=[O:28])[CH2:23][CH2:22]2)[CH2:12][CH3:13])[C:8]2[C:4](=[CH:5][N:6]([CH2:41][O:42][CH2:43][CH2:44][Si:45]([CH3:48])([CH3:46])[CH3:47])[N:7]=2)[CH:3]=1 |f:1.2,^1:49|. Product: ClC1=CC2=CN(N=C2C(=C1)C(CC)OCC1(CCN(CC1)C(=O)OC(C)(C)C)C1=CC=C(C=C1)F)COCC[Si](C)(C)C (tert-butyl 4-((1-(5-chloro-2-((2-(trimethylsilyl)ethoxy)methyl)-2H-indazol-7-yl)propoxy)methyl)-4-(4-fluorophenyl)piperidine-1-carboxylate). Reaction conditions: time 3 hour. Product: CC(C)c1c(CN(C)C(=O)OC(C)(C)C)cn(S(=O)(=O)c2ccccc2)c1-c1ccccc1. Reactants: CC(C)c1c(CN(C)C(=O)OC(C)(C)C)cn(S(=O)(=O)c2ccccc2)c1Br, [Na+], [Na+], O=C([O-])[O-], OB(O)c1ccccc1, c1ccc(P(c2ccccc2)(c2ccccc2)[Pd](P(c2ccccc2)(c2ccccc2)c2ccccc2)(P(c2ccccc2)(c2ccccc2)c2ccccc2)P(c2ccccc2)(c2ccccc2)c2ccccc2)cc1. As a reaction SMILES: [Br:1][c:2]1[c:3]([CH:26]([CH3:27])[CH3:28])[c:4]([CH2:16][N:17]([C:18]([O:19][C:20]([CH3:21])([CH3:22])[CH3:23])=[O:24])[CH3:25])[cH:5][n:6]1[S:7](=[O:8])(=[O:9])[c:10]1[cH:11][cH:12][cH:13][cH:14][cH:15]1.[Na+:38].[Na+:39].[O-:40][C:41](=[O:42])[O-:43].[OH:29][B:30]([OH:31])[c:32]1[cH:33][cH:34][cH:35][cH:36][cH:37]1.[cH:44]1[cH:45][cH:46][c:47]([P:48]([Pd:49]([P:50]([c:51]2[cH:52][cH:53][cH:54][cH:55][cH:56]2)([c:57]2[cH:58][cH:59][cH:60][cH:61][cH:62]2)[c:63]2[cH:64][cH:65][cH:66][cH:67][cH:68]2)([P:69]([c:70]2[cH:71][cH:72][cH:73][cH:74][cH:75]2)([c:76]2[cH:77][cH:78][cH:79][cH:80][cH:81]2)[c:82]2[cH:83][cH:84][cH:85][cH:86][cH:87]2)[P:88]([c:89]2[cH:90][cH:91][cH:92][cH:93][cH:94]2)([c:95]2[cH:96][cH:97][cH:98][cH:99][cH:100]2)[c:101]2[cH:102][cH:103][cH:104][cH:105][cH:106]2)([c:107]2[cH:108][cH:109][cH:110][cH:111][cH:112]2)[c:113]2[cH:114][cH:115][cH:116][cH:117][cH:118]2)[cH:119][cH:120]1>>[c:2]1(-[c:32]2[cH:33][cH:34][cH:35][cH:36][cH:37]2)[c:3]([CH:26]([CH3:27])[CH3:28])[c:4]([CH2:16][N:17]([C:18]([O:19][C:20]([CH3:21])([CH3:22])[CH3:23])=[O:24])[CH3:25])[cH:5][n:6]1[S:7](=[O:8])(=[O:9])[c:10]1[cH:11][cH:12][cH:13][cH:14][cH:15]1.